From a dataset of the Open Reaction Database (ORD), a public repository of structured organic reaction records. describe an organic reaction: reactants, conditions, products, and yield Starting materials: BrCc1ccccc1, CS(C)=O, [K+], O=C1CCc2ncc3ccccc3c2N1, [OH-], O. The product is O=C1CCc2ncc3ccccc3c2N1Cc1ccccc1. Reaction SMILES: [Br:18][CH2:19][c:20]1[cH:21][cH:22][cH:23][cH:24][cH:25]1.[CH3:26][S:27]([CH3:28])=[O:29].[K+:17].[NH:1]1[c:2]2[c:3]3[c:4]([cH:5][n:6][c:7]2[CH2:8][CH2:9][C:10]1=[O:11])[cH:12][cH:13][cH:14][cH:15]3.[OH-:16].[OH2:30]>>[N:1]1([CH2:19][c:20]2[cH:21][cH:22][cH:23][cH:24][cH:25]2)[c:2]2[c:3]3[c:4]([cH:5][n:6][c:7]2[CH2:8][CH2:9][C:10]1=[O:11])[cH:12][cH:13][cH:14][cH:15]3. Reactants: O=C([O-])O, CNCc1cc(C(=O)Nc2nc3c(OC)ccc(N4CCOCC4)c3s2)ccn1, CC(=O)Cl, ClCCl, [Na+], c1ccncc1. Product: COc1ccc(N2CCOCC2)c2sc(NC(=O)c3ccnc(CN(C)C(C)=O)c3)nc12. As a reaction SMILES: [C:40](=[O:41])([O-:42])[OH:43].[CH3:1][O:2][c:3]1[cH:4][cH:5][c:6]([N:24]2[CH2:25][CH2:26][O:27][CH2:28][CH2:29]2)[c:7]2[c:8]1[n:9][c:10]([NH:12][C:13]([c:14]1[cH:15][c:16]([CH2:20][NH:21][CH3:22])[n:17][cH:18][cH:19]1)=[O:23])[s:11]2.[CH3:36][C:37]([Cl:38])=[O:39].[Cl:45][CH2:46][Cl:47].[Na+:44].[cH:30]1[cH:31][cH:32][n:33][cH:34][cH:35]1>>[CH3:1][O:2][c:3]1[cH:4][cH:5][c:6]([N:24]2[CH2:25][CH2:26][O:27][CH2:28][CH2:29]2)[c:7]2[c:8]1[n:9][c:10]([NH:12][C:13]([c:14]1[cH:15][c:16]([CH2:20][N:21]([CH3:22])[C:37]([CH3:36])=[O:39])[n:17][cH:18][cH:19]1)=[O:23])[s:11]2. Starting materials: OCC#CC1=C2CNC(C2=C(C=C1)C=1N(C2=CC=C(C=C2C1)CN1CCCCC1)C(=O)OC(C)(C)C)=O (4-(3-Hydroxy-1-propynyl)-7-[1-(tert-butoxycarbonyl)-5-(piperidinomethyl)indol-2-yl]isoindolinone). Reagents/catalysts: [Pd] (Pd—C), [Pd] (Pd—C). Run in CO (methanol). Reaction conditions: time 2.7 hour. Product: OCCCC1=C2CNC(C2=C(C=C1)C=1N(C2=CC=C(C=C2C1)CN1CCCCC1)C(=O)OC(C)(C)C)=O (4-(3-hydroxypropyl)-7-[1-(tert-butoxycarbonyl)-5-(piperidinomethyl)indol-2-yl]isoindolinone). Yield: 93.3%. As a reaction SMILES: [OH:1][CH2:2][C:3]#[C:4][C:5]1[CH:13]=[CH:12][C:11]([C:14]2[N:15]([C:30]([O:32][C:33]([CH3:36])([CH3:35])[CH3:34])=[O:31])[C:16]3[C:21]([CH:22]=2)=[CH:20][C:19]([CH2:23][N:24]2[CH2:29][CH2:28][CH2:27][CH2:26][CH2:25]2)=[CH:18][CH:17]=3)=[C:10]2[C:6]=1[CH2:7][NH:8][C:9]2=[O:37]>CO.[Pd]>[OH:1][CH2:2][CH2:3][CH2:4][C:5]1[CH:13]=[CH:12][C:11]([C:14]2[N:15]([C:30]([O:32][C:33]([CH3:35])([CH3:34])[CH3:36])=[O:31])[C:16]3[C:21]([CH:22]=2)=[CH:20][C:19]([CH2:23][N:24]2[CH2:29][CH2:28][CH2:27][CH2:26][CH2:25]2)=[CH:18][CH:17]=3)=[C:10]2[C:6]=1[CH2:7][NH:8][C:9]2=[O:37]. Procedure details: 4-(3-Hydroxy-1-propynyl)-7-[1-(tert-butoxycarbonyl)-5-(piperidinomethyl)indol-2-yl]isoindolinone (89.7 mg, 0.180 mmol) was dissolved in methanol (5.4 mL), and the solution was added with 10% Pd—C (16.8 mg), followed by stirring at room temperature for 2.7 hours under hydrogen atmosphere at normal pressure. The mixture was added with 10% Pd—C (8.9 mg), and further stirred for 2.5 hours. The reaction mixture was filtered using Celite. The solvent of filtrate was evaporated under reduced pressure t... The reactants are CCC(CC#N)NC(=O)OC(C)(C)C, CS(=O)(=O)O, C1CCOC1. The product is CS(=O)(=O)O, CCC(N)CC#N. As a reaction SMILES: [C:6]([O:7][C:8](=[O:9])[NH:12][CH:13]([CH2:14][CH3:15])[CH2:16][C:17]#[N:18])([CH3:10])([CH3:11])[CH3:19].[CH3:1][S:2](=[O:3])(=[O:4])[OH:5].[O:20]1[CH2:21][CH2:22][CH2:23][CH2:24]1>>[CH3:1][S:2](=[O:3])(=[O:4])[OH:5].[NH2:12][CH:13]([CH2:14][CH3:15])[CH2:16][C:17]#[N:18]. Reactants: C(CCC)[Li] (n-butyllithium), Cl (HCl), CC(C)(C)NS(=O)(=O)C1=CN(C=C1)C (N-(1,1-dimethylethyl)-1-methyl-1H-pyrrole-3-sulfonamide), CN(C=O)C (N,N-dimethylformamide). Run in hexanes, C1CCOC1 (THF). Conditions: temperature -78 celsius, time 30 minute. Product: CC(C)(C)NS(=O)(=O)C1=C(N(C=C1)C)C=O (N-(1,1-Dimethylethyl)-2-formyl-1-methyl-1H-pyrrole-3-sulfonamide). The yield is 39.0%. Reaction SMILES: [CH3:1][C:2]([NH:5][S:6]([C:9]1[CH:13]=[CH:12][N:11]([CH3:14])[CH:10]=1)(=[O:8])=[O:7])([CH3:4])[CH3:3].C([Li])CCC.CN(C)[CH:22]=[O:23].Cl>C1COCC1>[CH3:4][C:2]([NH:5][S:6]([C:9]1[CH:13]=[CH:12][N:11]([CH3:14])[C:10]=1[CH:22]=[O:23])(=[O:8])=[O:7])([CH3:1])[CH3:3]. Reported procedure: To a solution of 12.96 g (60 mmol) of N-(1,1-dimethylethyl)-1-methyl-1H-pyrrole-3-sulfonamide in 300 mL THF under a nitrogen atmosphere cooled to -78° C. was added dropwise, at such a rate as to keep the temperature below -65° C., 52.35 ml, (123 mmol) 2.35M n-butyllithium in hexanes. The reaction was stirred at -78° C. for ca. 30 minutes. To the reaction mixture was added 4.64 ml, (60 mmol) of N,N-dimethylformamide dropwise. The reaction mixture was allowed to warm to room temperature and stir f... The reactants are CC(=O)c1ccc2c(c1)N(S(=O)(=O)c1ccc(C(C)(C)C)cc1)Cc1ccc(C(F)(F)F)nc1N2, C1CCOC1. Yields the product CC(O)c1ccc2c(c1)N(S(=O)(=O)c1ccc(C(C)(C)C)cc1)Cc1ccc(C(F)(F)F)nc1N2. RXN SMILES: [C:1]([CH3:2])([CH3:3])([CH3:4])[c:5]1[cH:6][cH:7][c:8]([S:11](=[O:12])(=[O:13])[N:14]2[CH2:15][c:16]3[c:17]([n:28][c:29]([C:32]([F:33])([F:34])[F:35])[cH:30][cH:31]3)[NH:18][c:19]3[c:20]2[cH:21][c:22]([C:25]([CH3:26])=[O:27])[cH:23][cH:24]3)[cH:9][cH:10]1.[CH2:36]1[O:37][CH2:38][CH2:39][CH2:40]1>>[C:1]([CH3:2])([CH3:3])([CH3:4])[c:5]1[cH:6][cH:7][c:8]([S:11](=[O:12])(=[O:13])[N:14]2[CH2:15][c:16]3[c:17]([n:28][c:29]([C:32]([F:33])([F:34])[F:35])[cH:30][cH:31]3)[NH:18][c:19]3[c:20]2[cH:21][c:22]([CH:25]([CH3:26])[OH:27])[cH:23][cH:24]3)[cH:9][cH:10]1. Reactants: OCCOCCN1C(=CC=C1C)C (N-(hydroxyethoxyethyl)-2,5-dimethylpyrrole). Reagents/catalysts: [Pd] (Pd/C). Solvent: C(C)O (ethanol). The product is OCCOCCN1C(CCC1C)C (N-(hydroxyethoxyethyl)-2,5-dimethylpyrrolidine). Reaction SMILES: [OH:1][CH2:2][CH2:3][O:4][CH2:5][CH2:6][N:7]1[C:11]([CH3:12])=[CH:10][CH:9]=[C:8]1[CH3:13]>[Pd].C(O)C>[OH:1][CH2:2][CH2:3][O:4][CH2:5][CH2:6][N:7]1[CH:11]([CH3:12])[CH2:10][CH2:9][CH:8]1[CH3:13]. Reported procedure: The pyrrole, 0.8 mole in 1.2 1 of ethanol, was hydrogenated at 1100 psi H2 for three hours at 100° C. using 5 g of 10% Pd/C. The cooled reaction mixture was filtered and distilled to yield N-(hydroxyethoxyethyl)-2,5-dimethylpyrrolidine (b.p.=80° C. at 0.4 mm).